This data is from the Open Reaction Database (ORD), a public repository of structured organic reaction records. The task is: describe an organic reaction: reactants, conditions, products, and yield Reactants: C[C@H]1CN(CCN1)C(=O)OC(C)(C)C (tert-butyl (3S)-3-methylpiperazinecarboxylate), CC=1SC2=C(N1)C=C(C=C2)OC[C@@H]2OC2 (2-(2R)-methyl-5-(oxiran-2-ylmethoxy)benzothiazole), ( 5 ). Solvent: C(C)O (ethanol). Yields the product O[C@@H](CN1[C@H](CN(CC1)C(=O)OC(C)(C)C)C)COC=1C=CC2=C(N=C(S2)C)C1 (tert-butyl (3S)-4-[(2S)-2-hydroxy-3-(2-methylbenzothiazol-5-yloxy)propyl]-3-methylpiperazinecarboxylate). Reaction SMILES: [CH3:1][C@@H:2]1[NH:7][CH2:6][CH2:5][N:4]([C:8]([O:10][C:11]([CH3:14])([CH3:13])[CH3:12])=[O:9])[CH2:3]1.[CH3:15][C:16]1[S:17][C:18]2[CH:24]=[CH:23][C:22]([O:25][CH2:26][C@H:27]3[CH2:29][O:28]3)=[CH:21][C:19]=2[N:20]=1>C(O)C>[OH:28][C@H:27]([CH2:26][O:25][C:22]1[CH:23]=[CH:24][C:18]2[S:17][C:16]([CH3:15])=[N:20][C:19]=2[CH:21]=1)[CH2:29][N:7]1[CH2:6][CH2:5][N:4]([C:8]([O:10][C:11]([CH3:13])([CH3:12])[CH3:14])=[O:9])[CH2:3][C@@H:2]1[CH3:1]. Procedure: A solution of tert-butyl (3S)-3-methylpiperazinecarboxylate (3 g, 15 mmol) and 2-(2R)-methyl-5-(oxiran-2-ylmethoxy)benzothiazole, (3.3 g, 15 mmol), a compound of formula (5), was refluxed in ethanol for 24 hours. The solvent was removed under reduced pressure, and the residue was chromatographed on silica gel, eluting with methanol/dichloromethane 1/15, to yield tert-butyl (3S)-4-[(2S)-2-hydroxy-3-(2-methylbenzothiazol-5-yloxy)propyl]-3-methylpiperazinecarboxylate, a compound of formula (8). Starting materials: C(C)N (ethylamine), CN(C=1OC2=C(N1)C=C(C=C2)Cl)C2=CC=C(OC(C(=O)Cl)C)C=C2 (2-{4-[N-Methyl-N-(5-chloro-2-benzoxazolyl)amino]phenoxy}propionyl chloride), C(C)N (ethylamine). Run in ClCCl (dichloromethane), ClCCl (dichloromethane), ClCCl (dichloromethane). Conditions: time 8 hour. The product is C(C)NC(C(C)OC1=CC=C(C=C1)N(C=1OC2=C(N1)C=C(C=C2)Cl)C)=O (N-Ethyl 2-{4-[N-methyl-N-(5-chloro-2-benzoxazolyl)amino]phenoxy}propionamide). Yield: 68.9%. Reaction SMILES: [CH2:1]([NH2:3])[CH3:2].[CH3:4][N:5]([C:16]1[CH:27]=[CH:26][C:19]([O:20][CH:21]([CH3:25])[C:22](Cl)=[O:23])=[CH:18][CH:17]=1)[C:6]1[O:7][C:8]2[CH:14]=[CH:13][C:12]([Cl:15])=[CH:11][C:9]=2[N:10]=1>ClCCl>[CH2:1]([NH:3][C:22](=[O:23])[CH:21]([O:20][C:19]1[CH:18]=[CH:17][C:16]([N:5]([CH3:4])[C:6]2[O:7][C:8]3[CH:14]=[CH:13][C:12]([Cl:15])=[CH:11][C:9]=3[N:10]=2)=[CH:27][CH:26]=1)[CH3:25])[CH3:2]. Reported procedure: A mixture of 70% aqueous ethylamine (0.46 g) and dichloromethane (5 ml) was cooled, with stirring, in an ice bath. A solution of the acid chloride (1.05 g; prepared as described in part (a) above) in dichloromethane (5 ml) was added and the mixture was stirred for 7 hours and then allowed to stand overnight. After this time thin layer chromatography indicated that the reaction had not gone to completion and therefore a further portion of 70% aqueous ethylamine was added and the mixture was heate... Reactants: [Br-], [Br-], [Br-], CC(C)(C)[Si](C)(C)OCCCN1CCCCC1=O, [Li]C(C)(C)C, CCCC[N+](CCCC)(CCCC)CCCC, CCCC[N+](CCCC)(CCCC)CCCC, CCCC[N+](CCCC)(CCCC)CCCC, CCCCC, C1CCOC1, O. Yields the product CC(C)(C)[Si](C)(C)OCCCN1CCCC(Br)C1=O. As a reaction SMILES: [Br-:29].[Br-:30].[Br-:31].[C:11]([CH3:12])([CH3:13])([CH3:14])[Si:15]([O:16][CH2:17][CH2:18][CH2:19][N:20]1[C:21](=[O:26])[CH2:22][CH2:23][CH2:24][CH2:25]1)([CH3:27])[CH3:28].[C:1]([Li:2])([CH3:3])([CH3:4])[CH3:5].[CH2:32]([N+:33]([CH2:34][CH2:35][CH2:36][CH3:37])([CH2:38][CH2:39][CH2:40][CH3:41])[CH2:42][CH2:43][CH2:44][CH3:45])[CH2:46][CH2:47][CH3:48].[CH2:49]([N+:50]([CH2:51][CH2:52][CH2:53][CH3:54])([CH2:55][CH2:56][CH2:57][CH3:58])[CH2:59][CH2:60][CH2:61][CH3:62])[CH2:63][CH2:64][CH3:65].[CH2:66]([N+:67]([CH2:68][CH2:69][CH2:70][CH3:71])([CH2:72][CH2:73][CH2:74][CH3:75])[CH2:76][CH2:77][CH2:78][CH3:79])[CH2:80][CH2:81][CH3:82].[CH3:6][CH2:7][CH2:8][CH2:9][CH3:10].[O:84]1[CH2:85][CH2:86][CH2:87][CH2:88]1.[OH2:83]>>[C:11]([CH3:12])([CH3:13])([CH3:14])[Si:15]([O:16][CH2:17][CH2:18][CH2:19][N:20]1[C:21](=[O:26])[CH:22]([Br:29])[CH2:23][CH2:24][CH2:25]1)([CH3:27])[CH3:28]. Starting materials: CN1CCOCC1 (N-Methylmorpholine), ClC(=O)OCC(C)C (isobutyl chloroformate), N1[C@@H](CCC1=O)C(=O)O (L-pyroglutamic acid), Cl.COC([C@@H](N)CC1=CC=CC=C1)=O (L-phenylalanine methyl ester hydrochloride), CN1CCOCC1 (N-methyl morpholine). Run in CCOC(=O)C.CC(=O)O (EtOAc AcOH), C1CCOC1.CN(C)C=O (THF DMF), CN(C)C=O (DMF). Run at time 2 minute. Product: COC([C@@H](NC([C@H]1NC(CC1)=O)=O)CC1=CC=CC=C1)=O (L-Pyroglutamyl-L-phenylalanine Methyl Ester). As a reaction SMILES: CN1CCOCC1.ClC(OCC(C)C)=O.[NH:16]1[C:20](=[O:21])[CH2:19][CH2:18][C@H:17]1[C:22]([OH:24])=O.Cl.[CH3:26][O:27][C:28](=[O:38])[C@H:29]([CH2:31][C:32]1[CH:37]=[CH:36][CH:35]=[CH:34][CH:33]=1)[NH2:30]>C1COCC1.CN(C=O)C.CN(C=O)C.CCOC(C)=O.CC(O)=O>[CH3:26][O:27][C:28](=[O:38])[C@H:29]([CH2:31][C:32]1[CH:37]=[CH:36][CH:35]=[CH:34][CH:33]=1)[NH:30][C:22](=[O:24])[C@@H:17]1[CH2:18][CH2:19][C:20](=[O:21])[NH:16]1 |f:3.4,5.6,8.9|. Reported procedure: N-Methylmorpholine (2.02 g, 0.020 mol) and isobutyl chloroformate (2.73 g, 0.020 mol) were added to a solution of L-pyroglutamic acid (2.58 g, 0.020 mol) in 100 ml of THF/DMF (6:1) at -15° C. After a 2 minute coupling period, a mixture of L-phenylalanine methyl ester hydrochloride (4.31 g, 0.020 mol) (suspension) and N-methyl morpholine (2.02 g, 0.020 mol) in 50 ml of DMF was added to the reaction mixture. The reaction was allowed to proceed at this temperature for 30 minutes and then at room te... Reactants: NC=1C=C(C(=CC1)Cl)C(F)(F)F (3-amino-6-chlorobenzotrifluoride), C(C)(=O)OC(C)=O (acetic anhydride). The product is C(C)(=O)NC=1C=C(C(=CC1)Cl)C(F)(F)F (3-acetamido-6-chlorobenzotrifluoride). Yield: 98.5%. Reaction SMILES: [NH2:1][C:2]1[CH:3]=[C:4]([C:9]([F:12])([F:11])[F:10])[C:5]([Cl:8])=[CH:6][CH:7]=1.[C:13](OC(=O)C)(=[O:15])[CH3:14]>>[C:13]([NH:1][C:2]1[CH:3]=[C:4]([C:9]([F:12])([F:10])[F:11])[C:5]([Cl:8])=[CH:6][CH:7]=1)(=[O:15])[CH3:14]. Reported procedure: A solution of 3-amino-6-chlorobenzotrifluoride (1.045 g, 5.34 mmol, Aldrich) in acetic anhydride (5 mL) was stirred at room temperature for 12 h to produce a white needle precipitate. It was filtered to give 1.250 g (98.5%) of 3-acetamido-6-chlorobenzotrifluoride. 1H NMR (CDCl3): δ 2.193 (s, 3H); 7.420 (d, 1H, J=8.7 Hz); 7.726 (m, 2H), 7.804 (s, 1H).